The task is: describe an organic reaction: reactants, conditions, products, and yield. This data is from the Open Reaction Database (ORD), a public repository of structured organic reaction records. The product is C(C)N(CCC(=O)OC)CC (methyl beta-diethylaminopropionate). Starting materials: C(C)NCC (Diethylamine), C(C=C)(=O)OC (methyl acrylate), COC1=C(O)C=CC(=C1)O (methoxyhydroquinone). Reported procedure: Diethylamine (350 g; 4.8 moles) was added to 344 g (4 moles) of methyl acrylate containing 500 ppm of methoxyhydroquinone and the mixture was made to react at 70°-80° C. for 15 hours, so that the addition to the double bond was completed. After completion of the reaction, the unreacted diethylamine was removed by distillation to give 630 grams of methyl beta-diethylaminopropionate. The yield was 99%. As a reaction SMILES: [CH2:1]([NH:3][CH2:4][CH3:5])[CH3:2].[C:6]([O:10][CH3:11])(=[O:9])[CH:7]=[CH2:8].COC1C=C(O)C=CC=1O>>[CH2:1]([N:3]([CH2:4][CH3:5])[CH2:8][CH2:7][C:6]([O:10][CH3:11])=[O:9])[CH3:2]. Isolated yield 98.9%. The reactants are BrC=1C=CC(=C(NC)C1)[N+](=O)[O-] (5-bromo-N-methyl-2-nitroaniline), CC(CC(=O)Cl)(C)C (3,3-dimethylbutanoyl chloride), CN(C)C=O (DMF), [H-].[Na+] (NaH). The solvent is O (water). Conditions: temperature 70 celsius. Yields the product BrC=1C=CC(=C(C1)N(C(CC(C)(C)C)=O)C)[N+](=O)[O-] (N-(5-Bromo-2-nitrophenyl)-N,3,3-trimethylbutanamide). As a reaction SMILES: [Br:1][C:2]1[CH:3]=[CH:4][C:5]([N+:10]([O-:12])=[O:11])=[C:6]([CH:9]=1)[NH:7][CH3:8].[CH3:13][C:14]([CH3:20])([CH3:19])[CH2:15][C:16](Cl)=[O:17].CN(C=O)C.[H-].[Na+]>O>[Br:1][C:2]1[CH:3]=[CH:4][C:5]([N+:10]([O-:12])=[O:11])=[C:6]([N:7]([CH3:8])[C:16](=[O:17])[CH2:15][C:14]([CH3:20])([CH3:19])[CH3:13])[CH:9]=1 |f:3.4|. Procedure details: To a mixture of 5-bromo-N-methyl-2-nitroaniline (300 mg), 3,3-dimethylbutanoyl chloride (0.450 ml) and DMF (5 ml) was added NaH (40% oil dispersion, 57.1 mg), and the mixture was heated at 70° C. overnight. The mixture was poured into water, and extracted with EtOAc. The extract was washed with brine, dried over MgSO4 and concentrated in vacuo. The residue was purified by silica gel column chromatography (hexane/EtOAc) to give the title compound (214 mg) as a solid. The reactants are ClCC1=NC(=NO1)C=1N=CN2C1[C@H]1N(C(C3=C2C=CC(=C3)F)=O)CC1 ((S)-1-(5-chloromethyl-1,2,4-oxadiazol-3-yl)-7-fluoro-12,12a-dihydro-9H,11H-azeto[2,1-c]imidazo[1,5-a][1,4]benzodiazepin-9-one), C(CC)N (propylamine). Solvent: CN(C=O)C (N,N-dimethylformamide). Product: FC=1C=CC2=C(C(N3[C@H](C=4N2C=NC4C4=NOC(=N4)CNCCC)CC3)=O)C1 ((S)-7-fluoro-1-(5-propylaminomethyl-1,2,4-oxadiazol-3-yl)-12,12a-dihydro-9H,11H-azeto[2,1-c]imidazo[1,5-a][1,4]benzodiazepin-9-one). The yield is 73.2%. RXN SMILES: Cl[CH2:2][C:3]1[O:7][N:6]=[C:5]([C:8]2[N:9]=[CH:10][N:11]3[C:17]4[CH:18]=[CH:19][C:20]([F:22])=[CH:21][C:16]=4[C:15](=[O:23])[N:14]4[CH2:24][CH2:25][C@H:13]4[C:12]=23)[N:4]=1.[CH2:26]([NH2:29])[CH2:27][CH3:28]>CN(C)C=O>[F:22][C:20]1[CH:19]=[CH:18][C:17]2[N:11]3[CH:10]=[N:9][C:8]([C:5]4[N:4]=[C:3]([CH2:2][NH:29][CH2:26][CH2:27][CH3:28])[O:7][N:6]=4)=[C:12]3[C@@H:13]3[CH2:25][CH2:24][N:14]3[C:15](=[O:23])[C:16]=2[CH:21]=1. Procedure: 1.8 g (5 mmol) of (S)-1-(5-chloromethyl-1,2,4-oxadiazol-3-yl)-7-fluoro-12,12a-dihydro-9H,11H-azeto[2,1-c]imidazo[1,5-a][1,4]benzodiazepin-9-one were stirred at room temperature for 2 hours with 2 g (34 mmol) of propylamine and 20 ml of N,N-dimethylformamide. By evaporation of the solvent and chromatography of the residue on silica gel while eluting with ethyl acetate/methanol 9/1 there were obtained 1.4 g (73%) of (S)-7-fluoro-1-(5-propylaminomethyl-1,2,4-oxadiazol-3-yl)-12,12a-dihydro-9H,11H-az... Reactants: O=C1c2ccccc2C(=O)N1CCOCCO, C#CCBr, CO, CN(C)C=O, [H-], [Na+]. Yields the product C#CCOCCOCCN1C(=O)c2ccccc2C1=O. Reaction SMILES: [C:1]1(=[O:17])[c:2]2[c:3]([cH:13][cH:14][cH:15][cH:16]2)[C:4](=[O:12])[N:5]1[CH2:6][CH2:7][O:8][CH2:9][CH2:10][OH:11].[CH2:20]([C:21]#[CH:22])[Br:23].[CH3:24][OH:25].[CH3:26][N:27]([CH3:28])[CH:29]=[O:30].[H-:19].[Na+:18]>>[C:1]1(=[O:17])[c:2]2[c:3]([cH:13][cH:14][cH:15][cH:16]2)[C:4](=[O:12])[N:5]1[CH2:6][CH2:7][O:8][CH2:9][CH2:10][O:11][CH2:22][C:21]#[CH:20]. Starting materials: ClC1=CC=C(C=C1)S(=O)(=O)NC(C(=O)NCCCCCCCC(=O)OC)COS(=O)(=O)C ((RS)-2-(4-chlorobenzenesulfonylamino)-3-methanesulfonyloxy-N-(7-methoxycarbonylheptyl)propanamide), OC=1C=NC=CC1 (3-hydroxypyridine). The product is ClC1=CC=C(C=C1)S(=O)(=O)NC(C(=O)NCCCCCCCC(=O)OC)COC=1C=NC=CC1 ((RS)-2-(4-chlorobenzenesulfonylamino)-N-(7-methoxycarbonylheptyl)-3-(pyridin-3-yloxy)propanamide). RXN SMILES: [Cl:1][C:2]1[CH:7]=[CH:6][C:5]([S:8]([NH:11][CH:12]([CH2:27][O:28]S(C)(=O)=O)[C:13]([NH:15][CH2:16][CH2:17][CH2:18][CH2:19][CH2:20][CH2:21][CH2:22][C:23]([O:25][CH3:26])=[O:24])=[O:14])(=[O:10])=[O:9])=[CH:4][CH:3]=1.O[C:34]1[CH:35]=[N:36][CH:37]=[CH:38][CH:39]=1>>[Cl:1][C:2]1[CH:7]=[CH:6][C:5]([S:8]([NH:11][CH:12]([CH2:27][O:28][C:34]2[CH:35]=[N:36][CH:37]=[CH:38][CH:39]=2)[C:13]([NH:15][CH2:16][CH2:17][CH2:18][CH2:19][CH2:20][CH2:21][CH2:22][C:23]([O:25][CH3:26])=[O:24])=[O:14])(=[O:10])=[O:9])=[CH:4][CH:3]=1. Procedure details: The procedure described in Example 105 was repeated, except that (RS)-2-(4-chlorobenzenesulfonylamino)-3-methanesulfonyloxy-N-(7-methoxycarbonylheptyl)propanamide (69.0 mg) was reacted with 3-hydroxypyridine to obtain (RS)-2-(4-chlorobenzenesulfonylamino)-N-(7-methoxycarbonylheptyl)-3-(pyridin-3-yloxy)propanamide (36.7 mg). Yields the product CC(C)(C)c1ccc(NC(=O)c2c[nH]c3ccccc3c2=O)cc1CN. Reaction SMILES: [C:1]([O:2][C:3](=[O:4])[NH:8][CH2:9][c:10]1[c:11]([C:30]([CH3:31])([CH3:32])[CH3:33])[cH:12][cH:13][c:14]([NH:16][C:17](=[O:18])[c:19]2[cH:20][nH:21][c:22]3[cH:23][cH:24][cH:25][cH:26][c:27]3[c:28]2=[O:29])[cH:15]1)([CH3:5])([CH3:6])[CH3:7].[CH3:34][C:35]#[N:36]>>[NH2:8][CH2:9][c:10]1[c:11]([C:30]([CH3:31])([CH3:32])[CH3:33])[cH:12][cH:13][c:14]([NH:16][C:17](=[O:18])[c:19]2[cH:20][nH:21][c:22]3[cH:23][cH:24][cH:25][cH:26][c:27]3[c:28]2=[O:29])[cH:15]1. Starting materials: CC(C)(C)OC(=O)NCc1cc(NC(=O)c2c[nH]c3ccccc3c2=O)ccc1C(C)(C)C, CC#N.